From a dataset of the Open Reaction Database (ORD), a public repository of structured organic reaction records. describe an organic reaction: reactants, conditions, products, and yield The reactants are C1(=CC=CC=C1)C(=CCBr)C1=CC=CC=C1 (3,3-diphenyl-2-propenyl bromide), C(#C)C1(CCNCC1)O (4-ethynyl-4-hydroxypiperidine), C([O-])([O-])=O.[K+].[K+] (potassium carbonate). The solvent is CC(=O)C (acetone), CC(=O)C (acetone). Run at time 1 hour. The product is C1(=CC=CC=C1)C(=CCN1CCC(CC1)(O)C#C)C1=CC=CC=C1 (1-(3,3-diphenyl-2-propenyl)-4-ethynyl-4-hydroxypiperidine). Yield: 68.4%. As a reaction SMILES: [C:1]1([C:7]([C:11]2[CH:16]=[CH:15][CH:14]=[CH:13][CH:12]=2)=[CH:8][CH2:9]Br)[CH:6]=[CH:5][CH:4]=[CH:3][CH:2]=1.[C:17]([C:19]1([OH:25])[CH2:24][CH2:23][NH:22][CH2:21][CH2:20]1)#[CH:18].C(=O)([O-])[O-].[K+].[K+]>CC(C)=O>[C:1]1([C:7]([C:11]2[CH:16]=[CH:15][CH:14]=[CH:13][CH:12]=2)=[CH:8][CH2:9][N:22]2[CH2:23][CH2:24][C:19]([C:17]#[CH:18])([OH:25])[CH2:20][CH2:21]2)[CH:6]=[CH:5][CH:4]=[CH:3][CH:2]=1 |f:2.3.4|. Procedure: A solution of 16.5 g of 3,3-diphenyl-2-propenyl bromide in 70 ml of acetone is added dropwise to a mixture of 7.5 g of 4-ethynyl-4-hydroxypiperidine, 8.5 g of anhydrous potassium carbonate and 75 ml of anhydrous acetone at room temperature over 45 minutes, then the reaction mixture is stirred at room temperature for one hour. After filtering off the inorganic salts the solution is evaporated under reduced pressure. The residue is taken up in benzene, washed with water, dried over anhydrous sodiu... The reactants are NN1C=CC=C1 (1-aminopyrrole), CN1CCC(CC1)=O (1-methyl-4-piperidone), CN1CCC(CC1)=O (1-methyl-4-piperidone). The solvent is C1CCCCC1 (cyclohexane). Conditions: time 3 hour. The product is CN1CCC(CC1)NN1C=CC=C1 (1-methyl-4-(1H-pyrrol-1-yl)aminopiperidine). Isolated yield 78.1%. RXN SMILES: [NH2:1][N:2]1[CH:6]=[CH:5][CH:4]=[CH:3]1.[CH3:7][N:8]1[CH2:13][CH2:12][C:11](=O)[CH2:10][CH2:9]1>C1CCCCC1>[CH3:7][N:8]1[CH2:13][CH2:12][CH:11]([NH:1][N:2]2[CH:6]=[CH:5][CH:4]=[CH:3]2)[CH2:10][CH2:9]1. Procedure: A solution of 1-aminopyrrole (4.2 g, 0.05 mol) and 1-methyl-4-piperidone (6.9 g, 0.06 mol) in cyclohexane was refluxed overnight (about 16 hours) over 4 Å molecular sieves. After 3 hours, an additional 1 g of 1-methyl-4-piperidone was added. The molecular sieves were filtered off and the cyclohexane removed by evaporation under reduced pressure. The resulting oil was dissolved in isopropanol and 5 g of sodium borohydride added. The mixture was stirred at reflux for three hours, then methanol was... The reactants are c1ccc2c(c1)CNC2, O, O=[N+]([O-])O, O=S(=O)(O)O. Yields the product O=[N+]([O-])c1ccc2c(c1)CNC2. RXN SMILES: [CH2:1]1[NH:2][CH2:3][c:4]2[cH:5][cH:6][cH:7][cH:8][c:9]21.[OH2:14].[OH:10][N+:11]([O-:12])=[O:13].[S:15](=[O:16])(=[O:17])([OH:18])[OH:19]>>[CH2:1]1[NH:2][CH2:3][c:4]2[cH:5][cH:6][c:7]([N+:11](=[O:10])[O-:12])[cH:8][c:9]21. The reactants are stainless steel, ClC1=C(C(=CC=C1)F)C=1C(=NC(=CC1Cl)C1=NC=CC=C1)Cl (3-(2-Chloro-6-fluorophenyl)-2,4-dichloro-6-(pyridin-2-yl)pyridine), CC(CC)N (racemic 2-butylamine). Yields the product ClC1=C(C(=NC(=C1)C1=NC=CC=C1)NC(C)CC)C1=C(C=CC=C1F)Cl (4-chloro-3-(2-chloro-6-fluorophenyl)-2-(2-butylamino)-6-(pyridin-2-yl)pyridine), ClC1=NC(=CC(=C1C1=C(C=CC=C1F)Cl)NC(C)CC)C1=NC=CC=C1 (2-chloro-3-(2-chloro-6-fluorophenyl)-4-(2-butylamino)-6-(pyridin-2-yl)pyridine). RXN SMILES: [Cl:1][C:2]1[CH:7]=[CH:6][CH:5]=[C:4]([F:8])[C:3]=1[C:9]1[C:10]([Cl:22])=[N:11][C:12]([C:16]2[CH:21]=[CH:20][CH:19]=[CH:18][N:17]=2)=[CH:13][C:14]=1[Cl:15].[CH3:23][CH:24]([NH2:27])[CH2:25][CH3:26]>>[Cl:15][C:14]1[CH:13]=[C:12]([C:16]2[CH:21]=[CH:20][CH:19]=[CH:18][N:17]=2)[N:11]=[C:10]([NH:27][CH:24]([CH2:25][CH3:26])[CH3:23])[C:9]=1[C:3]1[C:4]([F:8])=[CH:5][CH:6]=[CH:7][C:2]=1[Cl:1].[Cl:22][C:10]1[C:9]([C:3]2[C:4]([F:8])=[CH:5][CH:6]=[CH:7][C:2]=2[Cl:1])=[C:14]([NH:27][CH:24]([CH2:25][CH3:26])[CH3:23])[CH:13]=[C:12]([C:16]2[CH:21]=[CH:20][CH:19]=[CH:18][N:17]=2)[N:11]=1. Reported procedure: In a stainless steel autoclave, 2.0 g (5.7 mmol) of 3-(2-chloro-6-fluorophenyl)-2,4-dichloro-6-(pyridin-2-yl)pyridine (Example B) and 15 g of racemic 2-butylamine were heated at 180° C. for 12 h. The volatile components were removed under reduced pressure and the residue was chromatographed on silica gel using cyclohexane/ethyl acetate. It was possible to isolate 450 mg of 4-chloro-3-(2-chloro-6-fluorophenyl)-2-(2-butylamino)-6-(pyridin-2-yl)pyridine (1H-NMR (CDCl3) δ=0.90 (m); 1.20 (m); 1.55 (m... RXN SMILES: [OH-].[Co+2:2].[OH-].[NH2:4][C@H:5]([C:11]([OH:13])=[O:12])[CH2:6][CH2:7][CH2:8][CH2:9][NH2:10].CCCCCC>O>[NH2:4][C@H:5]([C:11]([O-:13])=[O:12])[CH2:6][CH2:7][CH2:8][CH2:9][NH2:10].[Co+2:2].[NH2:4][C@H:5]([C:11]([O-:13])=[O:12])[CH2:6][CH2:7][CH2:8][CH2:9][NH2:10] |f:0.1.2,6.7.8|. The product is N[C@@H](CCCCN)C(=O)[O-].[Co+2].N[C@@H](CCCCN)C(=O)[O-] (cobalt lysinate). Run at time 3 hour. Procedure details: The recovered cobalt hydroxide was then placed into a beaker provided with a reflux condenser and Dean Stark water trap. 29.2 grams (0.2 Mole) of lysine was added and thereafter 100 ml hexane was subsequently added and stirred and boiled at atmospheric pressure for 3 hours. In the course of reaction about 3.6-3.8 ml of water was removed from the reaction media and acquired in the Dean Stark apparatus. The reaction mixture was then cooled and filtered yielding 35 grams of cobalt lysinate in the f... Starting materials: [OH-].[Co+2].[OH-] (cobalt hydroxide), N[C@@H](CCCCN)C(=O)O (lysine), CCCCCC (hexane). Run in O (water), O (water). Starting materials: C(=O)[O-].[Na+] (Sodium formate), C(=O)O (formic acid), C[C@@H]1N(C2=CC=C(C=C2NC1)C1=CC=C(C=C1)S(=O)(=O)C)C(C)=O ((S)-1-(2-methyl-6-(4-(methylsulfonyl)phenyl)-3,4-dihydroquinoxaline-1(2H)-yl)ethanone). Reaction conditions: time 5 hour. Product: C(C)(=O)N1[C@H](CN(C2=CC(=CC=C12)C1=CC=C(C=C1)S(=O)(=O)C)C=O)C ((S)-4-acetyl-3-methyl-7-(4-(methylsulfonyl)phenyl)-3,4-dihydroquinoxaline-1 (2H)-carbaldehyde). Isolated yield 45.6%. Reaction SMILES: [CH:1]([O-:3])=O.[Na+].C(O)=O.[CH3:8][C@H:9]1[CH2:18][NH:17][C:16]2[C:11](=[CH:12][CH:13]=[C:14]([C:19]3[CH:24]=[CH:23][C:22]([S:25]([CH3:28])(=[O:27])=[O:26])=[CH:21][CH:20]=3)[CH:15]=2)[N:10]1[C:29](=[O:31])[CH3:30]>>[C:29]([N:10]1[C:11]2[C:16](=[CH:15][C:14]([C:19]3[CH:24]=[CH:23][C:22]([S:25]([CH3:28])(=[O:26])=[O:27])=[CH:21][CH:20]=3)=[CH:13][CH:12]=2)[N:17]([CH:1]=[O:3])[CH2:18][C@@H:9]1[CH3:8])(=[O:31])[CH3:30] |f:0.1|. Procedure details: Sodium formate (14 mg, 0.200 mmol) and formic acid (46 mg, 1.0 mmol) were added to (S)-1-(2-methyl-6-(4-(methylsulfonyl)phenyl)-3,4-dihydroquinoxaline-1(2H)-yl)ethanone (0.2 M in 1,2-dichloroethane, 0.1 mL, 0.02 mmol) and shaken at room temperature for 5 h. The reaction was concentrated and the crude product was purified by mass-triggered preparatory HPLC. The product-containing fractions were combined and concentrated to afford (S)-4-acetyl-3-methyl-7-(4-(methylsulfonyl)phenyl)-3,4-dihydroquino...